Dataset: the Open Reaction Database (ORD), a public repository of structured organic reaction records. Task: describe an organic reaction: reactants, conditions, products, and yield Starting materials: BrC1=NN=C2N1C1=C(C(=NC2)C2=NC=CC=C2)C=C(C(=C1)F)Br (1,8-dibromo-9-fluoro-6-(2-pyridyl)-4H-s-triazolo[4,3-a][1,4]benzodiazepine), C(CC)N1CCNCC1 (1-propylpiperazine). Yields the product BrC=1C(=CC2=C(C(=NCC=3N2C(=NN3)N3CCN(CC3)CCC)C3=NC=CC=C3)C1)F (8-bromo-9-fluoro-1-(4-propylpiperazino)-6-(2-pyridyl)-4H-s-triazolo[4,3-a][1,4]benzodiazepine). As a reaction SMILES: Br[C:2]1[N:6]2[C:7]3[CH:21]=[C:20]([F:22])[C:19]([Br:23])=[CH:18][C:8]=3[C:9]([C:12]3[CH:17]=[CH:16][CH:15]=[CH:14][N:13]=3)=[N:10][CH2:11][C:5]2=[N:4][N:3]=1.[CH2:24]([N:27]1[CH2:32][CH2:31][NH:30][CH2:29][CH2:28]1)[CH2:25][CH3:26]>>[Br:23][C:19]1[C:20]([F:22])=[CH:21][C:7]2[N:6]3[C:2]([N:30]4[CH2:31][CH2:32][N:27]([CH2:24][CH2:25][CH3:26])[CH2:28][CH2:29]4)=[N:3][N:4]=[C:5]3[CH2:11][N:10]=[C:9]([C:12]3[CH:17]=[CH:16][CH:15]=[CH:14][N:13]=3)[C:8]=2[CH:18]=1. Procedure: In the manner given in Example 1, 1,8-dibromo-9-fluoro-6-(2-pyridyl)-4H-s-triazolo[4,3-a][1,4]benzodiazepine is heated with excess 1-propylpiperazine to give 8-bromo-9-fluoro-1-(4-propylpiperazino)-6-(2-pyridyl)-4H-s-triazolo[4,3-a][1,4]benzodiazepine. Starting materials: O=C1CN(c2ccc(-c3cn[nH]c3)cc2OCc2ccccc2)S(=O)(=O)N1, CCO, CCOC(C)=O, [OH-], [OH-], [Pd+2]. Product: O=C1CN(c2ccc(-c3cn[nH]c3)cc2O)S(=O)(=O)N1. RXN SMILES: [CH2:1]([c:2]1[cH:3][cH:4][cH:5][cH:6][cH:7]1)[O:8][c:9]1[c:10]([N:20]2[CH2:21][C:22](=[O:27])[NH:23][S:24]2(=[O:25])=[O:26])[cH:11][cH:12][c:13](-[c:15]2[cH:16][n:17][nH:18][cH:19]2)[cH:14]1.[CH3:28][CH2:29][OH:30].[CH3:31][CH2:32][O:33][C:34]([CH3:35])=[O:36].[OH-:37].[OH-:38].[Pd+2:39]>>[OH:8][c:9]1[c:10]([N:20]2[CH2:21][C:22](=[O:27])[NH:23][S:24]2(=[O:25])=[O:26])[cH:11][cH:12][c:13](-[c:15]2[cH:16][n:17][nH:18][cH:19]2)[cH:14]1. The reactants are C, CCO, COc1cc(C)c(NCCO)cc1[N+](=O)[O-], [Pd]. The product is COc1cc(C)c(NCCO)cc1N. Reaction SMILES: [C:17].[CH3:19][CH2:20][OH:21].[OH:1][CH2:2][CH2:3][NH:4][c:5]1[c:6]([CH3:16])[cH:7][c:8]([O:14][CH3:15])[c:9]([N+:11]([O-:12])=[O:13])[cH:10]1.[Pd:18]>>[OH:1][CH2:2][CH2:3][NH:4][c:5]1[c:6]([CH3:16])[cH:7][c:8]([O:14][CH3:15])[c:9]([NH2:11])[cH:10]1. The reactants are CC(C(=O)O)C(CCC)S(=O)(=O)C1=CC=C(C=C1)OC (methyl 3-[(4-methoxyphenyl)sulfonyl]hexanoic acid), O (water), solution, [H-].[Al+3].[Li+].[H-].[H-].[H-] (lithium aluminum hydride), [OH-].[Na+] (sodium hydroxide), O (water). Run in C1CCOC1 (THF), C1CCOC1 (THF). Run at time 1 hour. Product: COC1=CC=C(C=C1)S(=O)(=O)C(CCO)CCC (3-[(4-methoxyphenyl)sulfonyl]hexan-1-ol). Yield: 88.1%. Reaction SMILES: C[CH:2]([CH:6]([S:10]([C:13]1[CH:18]=[CH:17][C:16]([O:19][CH3:20])=[CH:15][CH:14]=1)(=[O:12])=[O:11])[CH2:7][CH2:8][CH3:9])[C:3](O)=[O:4].[H-].[Al+3].[Li+].[H-].[H-].[H-].O.[OH-].[Na+]>C1COCC1>[CH3:20][O:19][C:16]1[CH:15]=[CH:14][C:13]([S:10]([CH:6]([CH2:7][CH2:8][CH3:9])[CH2:2][CH2:3][OH:4])(=[O:11])=[O:12])=[CH:18][CH:17]=1 |f:1.2.3.4.5.6,8.9|. Reported procedure: Part C: To a solution of 4.4 g (15 mmol) of methyl 3-[(4-methoxyphenyl)sulfonyl]hexanoic acid from Part B in 50 mL of anhydrous THF at zero° C. under nitrogen, was added 16.2 mL (0.6 g, 15 mmol) of a 1.0 M solution of lithium aluminum hydride in THF. After 1 hour, the reaction mixture was cooled to zero° C. and 0.6 mL of water was added, followed by 0.6 mL of 2.5 N sodium hydroxide solution and 1.8 mL of water, the reaction was filtered, the filtrate concentrated in vacuo, ethyl acetate and 5% c...